This data is from the Open Reaction Database (ORD), a public repository of structured organic reaction records. The task is: describe an organic reaction: reactants, conditions, products, and yield Conditions: time 2 hour. Reported procedure: 4 M HCl/dioxane (905 μL, 3.62 mmol) was added to neat tert-butyl 4-cyano-4-(2-(3-ethoxy-3-oxopropyl)phenyl)piperidine-1-carboxylate at 23° C. and was stirred for 2 h. The solution was concentrated to yield ethyl 3-(2-(4-cyanopiperidin-4-yl)phenyl)propanoate hydrochloride (22, 230 mg, 99% yield over 2 steps). Yields the product Cl.C(#N)C1(CCNCC1)C1=C(C=CC=C1)CCC(=O)OCC (ethyl 3-(2-(4-cyanopiperidin-4-yl)phenyl)propanoate hydrochloride). Reaction SMILES: [ClH:1].O1CCOCC1.[C:8]([C:10]1([C:23]2[CH:28]=[CH:27][CH:26]=[CH:25][C:24]=2[CH2:29][CH2:30][C:31]([O:33][CH2:34][CH3:35])=[O:32])[CH2:15][CH2:14][N:13](C(OC(C)(C)C)=O)[CH2:12][CH2:11]1)#[N:9]>>[ClH:1].[C:8]([C:10]1([C:23]2[CH:28]=[CH:27][CH:26]=[CH:25][C:24]=2[CH2:29][CH2:30][C:31]([O:33][CH2:34][CH3:35])=[O:32])[CH2:15][CH2:14][NH:13][CH2:12][CH2:11]1)#[N:9] |f:0.1,3.4|. Isolated yield 99.0%. The reactants are Cl.O1CCOCC1 (HCl dioxane), C(#N)C1(CCN(CC1)C(=O)OC(C)(C)C)C1=C(C=CC=C1)CCC(=O)OCC (tert-butyl 4-cyano-4-(2-(3-ethoxy-3-oxopropyl)phenyl)piperidine-1-carboxylate). The reactants are [H-].[Na+] (sodium hydride), C(C)(=O)C1=C(NC=C1C)C (3-acetyl-2,4-dimethylpyrrole), IC (Iodomethane). The solvent is CN(C)C=O (DMF), CN(C)C=O (DMF). Conditions: time 1 hour. Yields the product CN1C(=C(C(=C1)C)C(C)=O)C (1-(1,2,4-Trimethyl-1H-pyrrol-3-yl)ethanone). RXN SMILES: [C:1]([C:4]1[C:8]([CH3:9])=[CH:7][NH:6][C:5]=1[CH3:10])(=[O:3])[CH3:2].[H-].[Na+].I[CH3:14]>CN(C=O)C>[CH3:14][N:6]1[CH:7]=[C:8]([CH3:9])[C:4]([C:1](=[O:3])[CH3:2])=[C:5]1[CH3:10] |f:1.2|. Procedure: A solution of 3-acetyl-2,4-dimethylpyrrole (2.0 g) in dry DMF (30 ml) was added dropwise, with stirring, to a suspension of sodium hydride (78% dispersion in oil; 565 mg) in dry DMF (15 ml) at 0° under nitrogen and stirring was continued at room temperature for 1 h. Iodomethane (1.14 ml) was added dropwise at 0° and stirring was continued for 1.5 h. The suspension was evaporated, treated with 8% aqueous sodium bicarbonate (80 ml) and extracted with ethyl acetate (2×80 ml). The combined, dried or... RXN SMILES: [C:19]([CH3:20])([CH3:21])([CH3:22])[c:23]1[c:24]2[c:29]([cH:30][cH:31][cH:32]1)[C:28](=[O:33])[CH:27]([O:34][SiH:35]([c:36]1[cH:37][cH:38][cH:39][cH:40][cH:41]1)[c:42]1[cH:43][cH:44][cH:45][cH:46][cH:47]1)[CH2:26][CH2:25]2.[CH2:48]1[O:49][CH2:50][CH2:51][CH2:52]1.[CH2:8]([Li:9])[CH2:10][CH2:11][CH3:12].[CH3:13][CH2:14][O:15][C:16]([CH3:17])=[O:18].[CH:1]([NH:2][CH:3]([CH3:4])[CH3:5])([CH3:6])[CH3:7].[OH2:53]>>[CH3:13][CH2:14][O:15][C:16]([CH2:17][C:28]1([OH:33])[CH:27]([O:34][SiH:35]([c:36]2[cH:37][cH:38][cH:39][cH:40][cH:41]2)[c:42]2[cH:43][cH:44][cH:45][cH:46][cH:47]2)[CH2:26][CH2:25][c:24]2[c:23]([C:19]([CH3:20])([CH3:21])[CH3:22])[cH:32][cH:31][cH:30][c:29]21)=[O:18]. Yields the product CCOC(=O)CC1(O)c2cccc(C(C)(C)C)c2CCC1O[SiH](c1ccccc1)c1ccccc1. Starting materials: CC(C)(C)c1cccc2c1CCC(O[SiH](c1ccccc1)c1ccccc1)C2=O, C1CCOC1, [Li]CCCC, CCOC(C)=O, CC(C)NC(C)C, O. Starting materials: CCOCC, OCc1cnccc1C(F)(F)F, O, BrP(Br)Br. Yields the product FC(F)(F)c1ccncc1CBr. Reaction SMILES: [CH3:18][CH2:19][O:20][CH2:21][CH3:22].[F:1][C:2]([c:3]1[c:4]([CH2:9][OH:10])[cH:5][n:6][cH:7][cH:8]1)([F:11])[F:12].[OH2:17].[P:13]([Br:14])([Br:15])[Br:16]>>[F:1][C:2]([c:3]1[c:4]([CH2:9][Br:14])[cH:5][n:6][cH:7][cH:8]1)([F:11])[F:12].